From a dataset of the Open Reaction Database (ORD), a public repository of structured organic reaction records. describe an organic reaction: reactants, conditions, products, and yield Reactants: IF (I-F), ClC1=NC=C(C=C1)SC (2-chloro-5-methylthiopyridine), C1=CC(=CC(=C1)Cl)C(=O)OO (mCPBA). Yields the product ClC1=NC=C(C=C1)S(=O)C (2-Chloro-5-methylsulfinylpyridine). As a reaction SMILES: IF.[Cl:3][C:4]1[CH:9]=[CH:8][C:7]([S:10][CH3:11])=[CH:6][N:5]=1.C1C=C(Cl)C=C(C(OO)=[O:20])C=1>>[Cl:3][C:4]1[CH:9]=[CH:8][C:7]([S:10]([CH3:11])=[O:20])=[CH:6][N:5]=1. Reported procedure: 2-Chloro-5-methylsulfinylpyridine was prepared by the method described in Example I-F from 2-chloro-5-methylthiopyridine using mCPBA as oxidant. The reactants are N1(C=NC=C1)C1=CC=C(C=C1)C=C(C)[N+](=O)[O-] (1-[4-(1H-imidazol-1-yl)phenyl]-2-nitropropene), hydrated iron (III) chloride, CO (methanol), Cl (hydrochloric acid). Reagents/catalysts: [Fe] (iron). The solvent is O (water). Product: N1(C=NC=C1)C1=CC=C(C=C1)CC(C)=O (1-[4-(lH-Imidazol-1-yl)phenyl]-2-propanone). RXN SMILES: [N:1]1([C:6]2[CH:11]=[CH:10][C:9]([CH:12]=[C:13]([N+]([O-])=O)[CH3:14])=[CH:8][CH:7]=2)[CH:5]=[CH:4][N:3]=[CH:2]1.Cl.C[OH:20]>O.[Fe]>[N:1]1([C:6]2[CH:11]=[CH:10][C:9]([CH2:12][C:13](=[O:20])[CH3:14])=[CH:8][CH:7]=2)[CH:5]=[CH:4][N:3]=[CH:2]1. Reported procedure: A mixture of 1-[4-(1H-imidazol-1-yl)phenyl]-2-nitropropene prepared above, iron powder (94.7 grams), and hydrated iron (III) chloride (1.2 grams) in 50 ml of methanol and 170 ml of water is heated to reflux and treated dropwise with 85 ml of 12 N hydrochloric acid over four hours. After heating under reflux for one additional hour, the reaction mixture is cooled, and filtered. The filtrate is made basic with 40% ammonium hydroxide solution and the entire mixture is extracted thoroughly with ethy... Starting materials: [BH4-], CN1CCN(CC(=O)c2ccc(Cl)cc2)C(c2ccccc2)C1, CCO, [Cl-], [Na+], [Na+]. Yields the product CN1CCN(CC(O)c2ccc(Cl)cc2)C(c2ccccc2)C1. RXN SMILES: [BH4-:24].[CH3:1][N:2]1[CH2:3][CH:4]([c:18]2[cH:19][cH:20][cH:21][cH:22][cH:23]2)[N:5]([CH2:8][C:9](=[O:10])[c:11]2[cH:12][cH:13][c:14]([Cl:17])[cH:15][cH:16]2)[CH2:6][CH2:7]1.[CH3:28][CH2:29][OH:30].[Cl-:27].[Na+:25].[Na+:26]>>[CH3:1][N:2]1[CH2:3][CH:4]([c:18]2[cH:19][cH:20][cH:21][cH:22][cH:23]2)[N:5]([CH2:8][CH:9]([OH:10])[c:11]2[cH:12][cH:13][c:14]([Cl:17])[cH:15][cH:16]2)[CH2:6][CH2:7]1. The reactants are BrCC(=O)Br (2-bromoacetyl bromide), C(C)NCCO (N-ethyl-N-(2-hydroxy-ethyl)-amine), C(C)(C)(C)C1=CC=C(C=C1)S(=O)(=O)NC1=CC=C(C=C1)C (4-tert-butyl-N-p-tolyl-benzenesulfonamide). Product: BrCC(=O)N(CCO)CC (2-bromo-N-ethyl-N-(2-hydroxy-ethyl)-acetamide). RXN SMILES: [Br:1][CH2:2][C:3](Br)=[O:4].[CH2:6]([NH:8][CH2:9][CH2:10][OH:11])[CH3:7].C(C1C=CC(S(NC2C=CC(C)=CC=2)(=O)=O)=CC=1)(C)(C)C>>[Br:1][CH2:2][C:3]([N:8]([CH2:6][CH3:7])[CH2:9][CH2:10][OH:11])=[O:4]. Procedure: prepared by reaction of 2-bromoacetyl bromide with N-ethyl-N-(2-hydroxy-ethyl)-amine and 4-tert-butyl-N-p-tolyl-benzenesulfonamide; in contrast to the general procedure the intermediate 2-bromo-N-ethyl-N-(2-hydroxy-ethyl)-acetamide was isolated before being used in the coupling with the potassium N-tolylsulfonamide. Reactants: ice water, [H-].[Na+] (sodium hydride), ClC1=NC=CC=C1[N+](=O)[O-] (2-chloro-3-nitropyridine), C(CO)(=O)OC (methyl glycolate). The solvent is O1CCOCC1 (1,4-dioxane). Run at time 2 hour. Product: COC(=O)COC1=NC=CC=C1[N+](=O)[O-] (2-(methoxycarbonyl)methoxy-3-nitropyridine). Isolated yield 70.5%. As a reaction SMILES: [H-].[Na+].Cl[C:4]1[C:9]([N+:10]([O-:12])=[O:11])=[CH:8][CH:7]=[CH:6][N:5]=1.[C:13]([O:17][CH3:18])(=[O:16])[CH2:14][OH:15]>O1CCOCC1>[CH3:18][O:17][C:13]([CH2:14][O:15][C:4]1[C:9]([N+:10]([O-:12])=[O:11])=[CH:8][CH:7]=[CH:6][N:5]=1)=[O:16] |f:0.1|. Procedure: First, 0.4 g of sodium hydride was added to a mixture of 1.59 g of 2-chloro-3-nitropyridine, 0.95 g of methyl glycolate, and 10 ml of 1,4-dioxane at 10° C. After stirring at room temperature for 2 hours, the reaction mixture was poured into ice water, and the mixture was extracted with ethyl acetate. The organic layer was dried over anhydrous magnesium sulfate and then concentrated. The residue was subjected to silica gel column chromatography to give 1.5 g of 2-(methoxycarbonyl)methoxy-3-nitrop...